Dataset: the Open Reaction Database (ORD), a public repository of structured organic reaction records. Task: describe an organic reaction: reactants, conditions, products, and yield Reactants: O=C(O)CCn1cc(Cc2ncc[nH]2)c2cc(Br)ccc21, CS(N)(=O)=O, CCO, c1c[nH]cn1. The product is CS(=O)(=O)NC(=O)CCn1cc(Cc2ncc[nH]2)c2cc(Br)ccc21. Reaction SMILES: [Br:1][c:2]1[cH:3][c:4]2[c:5]([CH2:16][c:17]3[nH:18][cH:19][cH:20][n:21]3)[cH:6][n:7]([CH2:11][CH2:12][C:13](=[O:14])[OH:15])[c:8]2[cH:9][cH:10]1.[CH3:22][S:23](=[O:24])(=[O:25])[NH2:26].[CH3:32][CH2:33][OH:34].[nH:27]1[cH:28][cH:29][n:30][cH:31]1>>[Br:1][c:2]1[cH:3][c:4]2[c:5]([CH2:16][c:17]3[nH:18][cH:19][cH:20][n:21]3)[cH:6][n:7]([CH2:11][CH2:12][C:13](=[O:14])[NH:26][S:23]([CH3:22])(=[O:24])=[O:25])[c:8]2[cH:9][cH:10]1. The reactants are Cn1c(N)nc2ccccc21, O=C(Cl)OCC(Cl)(Cl)Cl, C1CCOC1, O, c1ccncc1. Yields the product Cn1c(NC(=O)OCC(Cl)(Cl)Cl)nc2ccccc21. RXN SMILES: [CH3:1][n:2]1[c:3]([NH2:11])[n:4][c:5]2[c:6]1[cH:7][cH:8][cH:9][cH:10]2.[Cl:18][C:19](=[O:20])[O:21][CH2:22][C:23]([Cl:24])([Cl:25])[Cl:26].[O:28]1[CH2:29][CH2:30][CH2:31][CH2:32]1.[OH2:27].[cH:12]1[cH:13][cH:14][n:15][cH:16][cH:17]1>>[CH3:1][n:2]1[c:3]([NH:11][C:19](=[O:20])[O:21][CH2:22][C:23]([Cl:24])([Cl:25])[Cl:26])[n:4][c:5]2[c:6]1[cH:7][cH:8][cH:9][cH:10]2. The reactants are O.NN (hydrazine monohydrate), BrC=1C(NC(=NN1)N(C)C)=O (6-Bromo-3-dimethylamino-1,2,4-triazine-5(4H)-one). Solvent: O (water). Yields the product CN(C1=NN=C(C(N1)=O)NN)C (3-Dimethylamino-6-hydrazino-1,2,4-triazin-5(4H)-one). Yield: 63.5%. RXN SMILES: O.[NH2:2][NH2:3].Br[C:5]1[C:6](=[O:14])[NH:7][C:8]([N:11]([CH3:13])[CH3:12])=[N:9][N:10]=1>O>[CH3:12][N:11]([CH3:13])[C:8]1[NH:7][C:6](=[O:14])[C:5]([NH:2][NH2:3])=[N:10][N:9]=1 |f:0.1|. Reported procedure: With stirring, hydrazine monohydrate (1.44 ml, 30 mmol) was added at 25° C. to a solution of the bromide (X) (2.20 g, 10 mmol) in water (80 ml). The reaction mixture was heated to reflux, cooled to room temperature and, for crystallization, allowed to stand for several hours. The crystals were filtered off, washed with water and dried in the air, giving the hydrazine (XI) (1.08 g, 63%) as a white solid of melting point 264-266° C. (from ethanol): IR spectrum vmax (NaCl/nujol/cm−1) 3324s, 3301s, ... Reactants: ClC(=CC=C(C)C)Cl (1,1-dichloro-4-methylpenta-1,3-diene), BrC(C(=O)OCC)C#N (ethyl bromocyanoacetate), C([O-])([O-])=O.[Ca+2] (calcium carbonate), cuprous chloride, [Cl-].[Ca+2].[Cl-] (calcium chloride). The solvent is C(C)O (ethanol). Run at time 6 hour. Yields the product C(#N)C1(C(C1C=C(Cl)Cl)(C)C)C(=O)OCC (ethyl 1-cyano-3-(2',2'-dichlorovinyl)-2,2-dimethylcyclopropane-1-carboxylate). Isolated yield 68.7%. As a reaction SMILES: [Cl:1][C:2]([Cl:8])=[CH:3][CH:4]=[C:5]([CH3:7])[CH3:6].Br[CH:10]([C:16]#[N:17])[C:11]([O:13][CH2:14][CH3:15])=[O:12].C(=O)([O-])[O-].[Ca+2].[Cl-].[Ca+2].[Cl-]>C(O)C>[C:16]([C:10]1([C:11]([O:13][CH2:14][CH3:15])=[O:12])[CH:4]([CH:3]=[C:2]([Cl:8])[Cl:1])[C:5]1([CH3:7])[CH3:6])#[N:17] |f:2.3,4.5.6|. Procedure: A mixture of 1,1-dichloro-4-methylpenta-1,3-diene (30.2 parts), ethyl bromocyanoacetate (38.4 parts), calcium carbonate (20 parts), cuprous chloride (0.2 part) and calcium chloride (22.2 parts) in ethanol (100 parts by volume) is heated to reflux temperature and held at 78°-84° C. for 6 hours. The ethanol is distilled off under reduced pressure and the residue is stirred with a mixture of toluene (100 parts by volume), water (150 parts) and concentrated hydrochloric acid (100 parts by volume). T... The reactants are C(C)(C)(C)OC(=O)NC1=C(C(=O)NCC(=O)NCC2CCN(CC2)CC2=CC(=C(C=C2)Cl)[N+](=O)[O-])C=C(C(=C1)F)F (4-[[N-(2-(tert-butoxycarbonylamino)-4,5-difluorobenzoyl)glycyl]aminomethyl]-1-(4-chloro-3-nitrobenzyl)piperidine), C(C)(=O)OCC (ethyl acetate). Reagents/catalysts: [C].[Pd] (palladium carbon). Run in CO (methanol). Run at time 19 hour. The product is NC=1C=C(CN2CCC(CC2)CNC(CNC(C2=C(C=C(C(=C2)F)F)NC(=O)OC(C)(C)C)=O)=O)C=CC1Cl (1-(3-amino-4-chlorobenzyl)-4-[[N-(2-(tert-butoxycarbonylamino)-4,5-difluorobenzoyl)glycyl]aminomethyl]piperidine). RXN SMILES: [C:1]([O:5][C:6]([NH:8][C:9]1[CH:39]=[C:38]([F:40])[C:37]([F:41])=[CH:36][C:10]=1[C:11]([NH:13][CH2:14][C:15]([NH:17][CH2:18][CH:19]1[CH2:24][CH2:23][N:22]([CH2:25][C:26]2[CH:31]=[CH:30][C:29]([Cl:32])=[C:28]([N+:33]([O-])=O)[CH:27]=2)[CH2:21][CH2:20]1)=[O:16])=[O:12])=[O:7])([CH3:4])([CH3:3])[CH3:2].C(OCC)(=O)C>[C].[Pd].CO>[NH2:33][C:28]1[CH:27]=[C:26]([CH:31]=[CH:30][C:29]=1[Cl:32])[CH2:25][N:22]1[CH2:23][CH2:24][CH:19]([CH2:18][NH:17][C:15](=[O:16])[CH2:14][NH:13][C:11](=[O:12])[C:10]2[CH:36]=[C:37]([F:41])[C:38]([F:40])=[CH:39][C:9]=2[NH:8][C:6]([O:5][C:1]([CH3:3])([CH3:4])[CH3:2])=[O:7])[CH2:20][CH2:21]1 |f:2.3|. Procedure: A mixture of 4-[[N-(2-(tert-butoxycarbonylamino)-4,5-difluorobenzoyl)glycyl]aminomethyl]-1-(4-chloro-3-nitrobenzyl)piperidine (121 mg, 0.20 mmol) with a 10% palladium carbon (85 mg), ethyl acetate (10 mL) and methanol (1 mL) was stirred at room temperature under a hydrogen atmosphere for 19 hours. The palladium catalyst was removed by filtration, and the filtrate was concentrated to thereby afford 1-(3-amino-4-chlorobenzyl)-4-[[N-(2-(tert-butoxycarbonylamino)-4,5-difluorobenzoyl)glycyl]aminometh...